Dataset: the Open Reaction Database (ORD), a public repository of structured organic reaction records. Task: describe an organic reaction: reactants, conditions, products, and yield Starting materials: C([C@@H]1[C@H]([C@@H]([C@H]([C@H](O1)O[C@@H]2[C@H](O[C@@H]([C@@H]([C@H]2O)O)O[C@@H]3[C@H](O[C@@H]([C@@H]([C@H]3O)O)O)CO)CO)O)O)O)O (maltotriose), C([C@@H]1[C@H]([C@@H]([C@H]([C@H](O1)O[C@@H]2[C@H](O[C@H]([C@@H]([C@H]2O)O)O)CO)O)O)O)O (maltose), enzyme solution, substrate solution. Run in C(C)(=O)[O-] (acetate). Product: C([C@@H]1[C@H]([C@@H]([C@H]([C@H](O1)OC[C@@H]2[C@H]([C@@H]([C@H]([C@H](O2)O[C@@H]3[C@H](O[C@@H]([C@@H]([C@H]3O)O)O[C@@H]4[C@H](OC([C@@H]([C@H]4O)O)O)CO)CO)O)O)O)O)O)O)O (isomaltosyl maltose), C([C@@H]1[C@H]([C@@H]([C@H]([C@H](O1)O[C@@H]2[C@H](O[C@H]([C@@H]([C@H]2O)O)O)CO)O)O)O)O (maltose). As a reaction SMILES: [CH2:1]([OH:34])[C@H:2]1[O:7][C@H:6]([O:8][C@H:9]2[C@H:14]([OH:15])[C@@H:13]([OH:16])[C@@H:12]([O:17][C@H:18]3[C@H:23]([OH:24])[C@@H:22]([OH:25])[C@@H:21]([OH:26])[O:20][C@@H:19]3[CH2:27][OH:28])[O:11][C@@H:10]2[CH2:29][OH:30])[C@H:5]([OH:31])[C@@H:4]([OH:32])[C@@H:3]1[OH:33].[CH2:35]([OH:57])[C@H:36]1[O:41][C@H:40]([O:42][C@H:43]2[C@H:48]([OH:49])[C@@H:47]([OH:50])[C@H:46]([OH:51])[O:45][C@@H:44]2[CH2:52][OH:53])[C@H:39]([OH:54])[C@@H:38]([OH:55])[C@@H:37]1[OH:56]>C([O-])(=O)C>[CH2:35]([OH:57])[C@H:36]1[O:41][C@H:40]([O:34][CH2:1][C@H:2]2[O:7][C@H:6]([O:8][C@H:9]3[C@H:14]([OH:15])[C@@H:13]([OH:16])[C@@H:12]([O:17][C@H:18]4[C@H:23]([OH:24])[C@@H:22]([OH:25])[CH:21]([OH:26])[O:20][C@@H:19]4[CH2:27][OH:28])[O:11][C@@H:10]3[CH2:29][OH:30])[C@H:5]([OH:31])[C@@H:4]([OH:32])[C@@H:3]2[OH:33])[C@H:39]([OH:54])[C@@H:38]([OH:55])[C@@H:37]1[OH:56].[CH2:35]([OH:57])[C@H:36]1[O:41][C@H:40]([O:42][C@H:43]2[C@H:48]([OH:49])[C@@H:47]([OH:50])[C@H:46]([OH:51])[O:45][C@@H:44]2[CH2:52][OH:53])[C@H:39]([OH:54])[C@@H:38]([OH:55])[C@@H:37]1[OH:56]. Procedure: The activities of these enzymes were assayed as follows: The activity of α-isomaltosylglucosaccharide-forming enzyme was assayed by dissolving maltotriose in 100 mM acetate buffer (pH 6.0) to give a concentration of 2% (w/v) for a substrate solution, adding 0.5 ml of an enzyme solution to 0.5 ml of the substrate solution, enzymatically reacting the mixture solution at 35° C. for 60 min, boiling the reaction mixture for 10 min to suspend the enzymatic reaction, and quantifying maltose, among the ... Starting materials: CCNCC, O=[N+]([O-])c1ccc(-c2ccc(CCl)o2)cc1, c1ccccc1. Product: Cl, CCN(CC)Cc1ccc(-c2ccc([N+](=O)[O-])cc2)o1. Reaction SMILES: [CH2:17]([CH3:18])[NH:19][CH2:20][CH3:21].[N+:1](=[O:2])([O-:3])[c:4]1[cH:5][cH:6][c:7](-[c:10]2[cH:11][cH:12][c:13]([CH2:14][Cl:15])[o:16]2)[cH:8][cH:9]1.[cH:22]1[cH:23][cH:24][cH:25][cH:26][cH:27]1>>[ClH:15].[N+:1](=[O:2])([O-:3])[c:4]1[cH:5][cH:6][c:7](-[c:10]2[cH:11][cH:12][c:13]([CH2:14][N:19]([CH2:17][CH3:18])[CH2:20][CH3:21])[o:16]2)[cH:8][cH:9]1. The reactants are COC1=C(C2=C(N=C(S2)C2=CC3=CC=CC=C3C=C2)C=C1)[N+](=O)[O-] (6-methoxy-2-(2-naphthyl)-7-nitro-1,3-benzothiazole), [H][H] (hydrogen). The reagents and catalysts are [Pd] (palladium on carbon). Solvent: C(C)(=O)O (acetic acid), CO (methanol). The product is COC1=C(C2=C(N=C(S2)C2=CC3=CC=CC=C3C=C2)C=C1)N (6-methoxy-2-(2-naphthyl)-1,3-benzothiazol-7-amine). Isolated yield 52.8%. Reaction SMILES: [CH3:1][O:2][C:3]1[CH:21]=[CH:20][C:6]2[N:7]=[C:8]([C:10]3[CH:19]=[CH:18][C:17]4[C:12](=[CH:13][CH:14]=[CH:15][CH:16]=4)[CH:11]=3)[S:9][C:5]=2[C:4]=1[N+:22]([O-])=O.[H][H]>CO.C(O)(=O)C.[Pd]>[CH3:1][O:2][C:3]1[CH:21]=[CH:20][C:6]2[N:7]=[C:8]([C:10]3[CH:19]=[CH:18][C:17]4[C:12](=[CH:13][CH:14]=[CH:15][CH:16]=4)[CH:11]=3)[S:9][C:5]=2[C:4]=1[NH2:22]. Procedure: 1.06 g (3.15 mmol) of 6-methoxy-2-(2-naphthyl)-7-nitro-1,3-benzothiazole are put into suspension in 50 ml of methanol and 5 ml of acetic acid. 105 mg (10%) of palladium on carbon is added to the reaction mixture which is maintained under stirring under 2.5 bars of hydrogen for 24 hours. The catalyst is filtered, then the solvents are evaporated under reduced pressure. 0.51 g (yield=53%) of 6-methoxy-2-(2-naphthyl)-1,3-benzothiazol-7-amine is obtained and used in the following stage without other... Reactants: C([O-])([O-])=O.[K+].[K+] (potassium carbonate), [I-].[K+] (potassium iodide), O(C1=CC=CC=C1)C1=CC=C(C=C1)O (4-phenoxyphenol), C(C)OC(CBr)OCC (bromoacetaldehyde diethyl acetal). Run in CN(C=O)C (dimethylformamide). Run at temperature 150 celsius. The product is C(C)OC(COC1=CC=C(C=C1)OC1=CC=CC=C1)OCC (4-phenoxyphenoxyacetaldehyde diethyl acetal). RXN SMILES: C(=O)([O-])[O-].[K+].[K+].[I-].[K+].[O:9]([C:16]1[CH:21]=[CH:20][C:19]([OH:22])=[CH:18][CH:17]=1)[C:10]1[CH:15]=[CH:14][CH:13]=[CH:12][CH:11]=1.[CH2:23]([O:25][CH:26]([O:29][CH2:30][CH3:31])[CH2:27]Br)[CH3:24]>CN(C)C=O>[CH2:23]([O:25][CH:26]([O:29][CH2:30][CH3:31])[CH2:27][O:22][C:19]1[CH:18]=[CH:17][C:16]([O:9][C:10]2[CH:15]=[CH:14][CH:13]=[CH:12][CH:11]=2)=[CH:21][CH:20]=1)[CH3:24] |f:0.1.2,3.4|. Procedure: 150 g of potassium carbonate and 4 g of finely powdered potassium iodide are added to a solution of 112 g (0.6 mole) of 4-phenoxyphenol and 157.6 g (0.8 mole) of bromoacetaldehyde diethyl acetal in 480 ml of dimethylformamide, and the batch is heated, under nitrogen, for 14 hours at 150° C. The salts are then removed by filtration from the reaction solution, and most of the dimethylformamide is distilled off in a water jet vacuum. The residue is dissolved in ether and the resultant solution is w...